Dataset: the Open Reaction Database (ORD), a public repository of structured organic reaction records. Task: describe an organic reaction: reactants, conditions, products, and yield The reactants are CC(=O)Nc1ccc(C(C)=O)cc1, CCO, Cl, Cl, Cl, Cc1nc(NN)cc(-c2ccccc2)n1. Yields the product CC(=O)Nc1ccc(C(C)=NNc2cc(-c3ccccc3)nc(C)n2)cc1. Reaction SMILES: [C:19]([CH3:20])(=[O:21])[c:22]1[cH:23][cH:24][c:25]([NH:28][C:29]([CH3:30])=[O:31])[cH:26][cH:27]1.[CH3:32][CH2:33][OH:34].[ClH:1].[ClH:2].[ClH:3].[NH:4]([NH2:5])[c:6]1[n:7][c:8]([CH3:18])[n:9][c:10](-[c:12]2[cH:13][cH:14][cH:15][cH:16][cH:17]2)[cH:11]1>>[NH:4]([N:5]=[C:19]([CH3:20])[c:22]1[cH:23][cH:24][c:25]([NH:28][C:29]([CH3:30])=[O:31])[cH:26][cH:27]1)[c:6]1[n:7][c:8]([CH3:18])[n:9][c:10](-[c:12]2[cH:13][cH:14][cH:15][cH:16][cH:17]2)[cH:11]1. The solvent is CN(C=O)C (dimethylformamide). Procedure details: To a solution of 1-[6-fluoro-3-propargyl-2(3H)benzoxazolon-5-yl]-4-trifluoromethyl-1,2,3,6-tetrahydropyrimidine-2,6-dione (2.0 g) in dimethylformamide (10 g), methyl iodide (0.5 g) and sodium hydride (0.4 g) were added, and the resultant mixture was heated at 40° to 50° C. for 3 hours. After completion of the reaction, the reaction mixture was poured into water, extracted with ethyl acetate, and the organic layer was concentrated under reduced pressure. The residue was purified by column chromat... Product: FC1=CC2=C(N(C(O2)=O)CC#C)C=C1N1C(N(C(=CC1=O)C(F)(F)F)C)=O (1-[6-fluoro-3-propargyl-2(3H) -benzoxazolon-5-yl]-3-methyl -4-trifluoromethyl-1,2,3,6-tetrahydropyrimidine-2,6-dione). The reactants are FC1=CC2=C(N(C(O2)=O)CC#C)C=C1N1C(NC(=CC1=O)C(F)(F)F)=O (1-[6-fluoro-3-propargyl-2(3H)benzoxazolon-5-yl]-4-trifluoromethyl-1,2,3,6-tetrahydropyrimidine-2,6-dione), CI (methyl iodide), [H-].[Na+] (sodium hydride), resultant mixture, O (water). Reaction SMILES: [F:1][C:2]1[C:14]([N:15]2[C:20](=[O:21])[CH:19]=[C:18]([C:22]([F:25])([F:24])[F:23])[NH:17][C:16]2=[O:26])=[CH:13][C:5]2[N:6]([CH2:10][C:11]#[CH:12])[C:7](=[O:9])[O:8][C:4]=2[CH:3]=1.[CH3:27]I.[H-].[Na+].O>CN(C)C=O>[F:1][C:2]1[C:14]([N:15]2[C:20](=[O:21])[CH:19]=[C:18]([C:22]([F:23])([F:24])[F:25])[N:17]([CH3:27])[C:16]2=[O:26])=[CH:13][C:5]2[N:6]([CH2:10][C:11]#[CH:12])[C:7](=[O:9])[O:8][C:4]=2[CH:3]=1 |f:2.3|. Isolated yield 22.2%.